This data is from the Open Reaction Database (ORD), a public repository of structured organic reaction records. The task is: describe an organic reaction: reactants, conditions, products, and yield The reactants are S1C(=CC=C1)C(C(=O)O)=O (Thiophene-2-glyoxylic acid), C(C)O (ethanol), Cl (HCl). The product is S1C(=CC=C1)C(C(=O)OCC)=O (ethyl thiophene-2-glyoxylate). Reaction SMILES: [S:1]1[CH:5]=[CH:4][CH:3]=[C:2]1[C:6](=[O:10])[C:7]([OH:9])=[O:8].Cl.[CH2:12](O)[CH3:13]>>[S:1]1[CH:5]=[CH:4][CH:3]=[C:2]1[C:6](=[O:10])[C:7]([O:9][CH2:12][CH3:13])=[O:8]. Procedure details: Thiophene-2-glyoxylic acid (2 g, 12.8 mmol) was added to anhydrous ethanol (100 ml) which was saturated with HCl by bubbling HCl gas for 2 min. The resulting mixture was stirred at room temperature. overnight. TLC showed the reaction was complete. Solvent was removed and the residue was purified by chromatography over silica gel eluting with ethyl acetate/hexane 10:90 to give ethyl thiophene-2-glyoxylate (1.5 g). Product: ClC1=NN(C(=C1)C(=O)NC1=C(C=CC(=C1)OC=1C=CC=2N(N1)C=C(N2)NC(=O)C2CC2)F)C (3-chloro-N-[5-({2-[(cyclopropylcarbonyl)amino]imidazo[1,2-b]pyridazin-6-yl}oxy)-2-fluorophenyl]-1-methyl-1H-pyrazole-5-carboxamide). Solvent: CN(C(C)=O)C (N,N-dimethylacetamide). The reactants are ClC1=NN(C(=C1)C(=O)O)C (3-chloro-1-methyl-1H-pyrazole-5-carboxylic acid), NC=1C=C(OC=2C=CC=3N(N2)C=C(N3)NC(=O)C3CC3)C=CC1F (N-[6-(3-amino-4-fluorophenoxy)imidazo[1,2-b]pyridazin-2-yl]cyclopropanecarboxamide), O1CCCC1 (tetrahydrofuran), C(C(=O)Cl)(=O)Cl (oxalyl chloride). The yield is 68.7%. RXN SMILES: [Cl:1][C:2]1[CH:6]=[C:5]([C:7](O)=[O:8])[N:4]([CH3:10])[N:3]=1.O1CCCC1.C(Cl)(=O)C(Cl)=O.[NH2:22][C:23]1[CH:24]=[C:25]([CH:42]=[CH:43][C:44]=1[F:45])[O:26][C:27]1[CH:28]=[CH:29][C:30]2[N:31]([CH:33]=[C:34]([NH:36][C:37]([CH:39]3[CH2:41][CH2:40]3)=[O:38])[N:35]=2)[N:32]=1>CN(C)C=O.CN(C)C(=O)C>[Cl:1][C:2]1[CH:6]=[C:5]([C:7]([NH:22][C:23]2[CH:24]=[C:25]([O:26][C:27]3[CH:28]=[CH:29][C:30]4[N:31]([CH:33]=[C:34]([NH:36][C:37]([CH:39]5[CH2:41][CH2:40]5)=[O:38])[N:35]=4)[N:32]=3)[CH:42]=[CH:43][C:44]=2[F:45])=[O:8])[N:4]([CH3:10])[N:3]=1. Procedure details: In the same manner as in Example 259 and using 3-chloro-1-methyl-1H-pyrazole-5-carboxylic acid (59 mg, 0.37 mmol), tetrahydrofuran (5 mL), N,N-dimethylformamide (1 drop), oxalyl chloride (130 μL, 1.5 mmol), N-[6-(3-amino-4-fluorophenoxy)imidazo[1,2-b]pyridazin-2-yl]cyclopropanecarboxamide (100 mg, 0.31 mmol) and N,N-dimethylacetamide (5 mL) as starting materials, the title compound (100 mg, 71%) was obtained as a white solid. Reagents/catalysts: CN(C=O)C (N,N-dimethylformamide).